From a dataset of the Open Reaction Database (ORD), a public repository of structured organic reaction records. describe an organic reaction: reactants, conditions, products, and yield Starting materials: [OH-].[Na+] (sodium hydroxide), BrC=1C=C(C(=O)OC)C=CC1C(=O)N (Methyl 3-bromo-4-(aminocarbonyl)benzoate), Cl (hydrochloric acid). Run in CO (methanol). Product: BrC=1C=C(C(=O)O)C=CC1C(=O)N (3-bromo-4-(aminocarbonyl)benzoic acid). The yield is 51.9%. As a reaction SMILES: [Br:1][C:2]1[CH:3]=[C:4]([CH:9]=[CH:10][C:11]=1[C:12]([NH2:14])=[O:13])[C:5]([O:7]C)=[O:6].[OH-].[Na+].Cl>CO>[Br:1][C:2]1[CH:3]=[C:4]([CH:9]=[CH:10][C:11]=1[C:12]([NH2:14])=[O:13])[C:5]([OH:7])=[O:6] |f:1.2|. Reported procedure: Methyl 3-bromo-4-(aminocarbonyl)benzoate (0.54 mmol) was dissolved in methanol (1 mL) and was treated with 1M aqueous sodium hydroxide (1 mL) at 45° C. for 3 h. The reaction mixture was cooled to room temperature and concentrated to afford an aqueous residue that was acidified with 1N aqueous hydrochloric acid to pH ˜3. The precipitate was collected by filtration, washed with water, and dried to afford 3-bromo-4-(aminocarbonyl)benzoic acid (69.4 mg, 0.28 mmol, 53% overall). 1H NMR (400 MHz, d6-D...